From a dataset of the Open Reaction Database (ORD), a public repository of structured organic reaction records. describe an organic reaction: reactants, conditions, products, and yield Starting materials: C(C)(=O)OCCC(CCCOC(C)=O)(CCC1=CC=C(C=C1)CCCCCCCC)NC(C)=O (3-acetamido-6-acetoxy-3-[2-(4-octylphenyl)ethyl]hexyl acetate), O.[OH-].[Li+] (lithium hydroxide monohydrate), [Cl-].[NH4+] (ammonium chloride). The solvent is CO.O (methanol water). The product is NC(CCO)(CCCO)CCC1=CC=C(C=C1)CCCCCCCC (3-Amino-3-[2-(4-octylphenyl)ethyl]hexane-1,6-diol). Isolated yield 98.7%. Reaction SMILES: C([O:4][CH2:5][CH2:6][C:7]([NH:31]C(=O)C)([CH2:15][CH2:16][C:17]1[CH:22]=[CH:21][C:20]([CH2:23][CH2:24][CH2:25][CH2:26][CH2:27][CH2:28][CH2:29][CH3:30])=[CH:19][CH:18]=1)[CH2:8][CH2:9][CH2:10][O:11]C(=O)C)(=O)C.O.[OH-].[Li+].[Cl-].[NH4+]>CO.O>[NH2:31][C:7]([CH2:15][CH2:16][C:17]1[CH:22]=[CH:21][C:20]([CH2:23][CH2:24][CH2:25][CH2:26][CH2:27][CH2:28][CH2:29][CH3:30])=[CH:19][CH:18]=1)([CH2:8][CH2:9][CH2:10][OH:11])[CH2:6][CH2:5][OH:4] |f:1.2.3,4.5,6.7|. Reported procedure: To a solution of 3-acetamido-6-acetoxy-3-[2-(4-octylphenyl)ethyl]hexyl acetate (400 mg) in methanol-water (1:1) (12 ml), lithium hydroxide monohydrate (360 mg) was added at room temperature and the mixture was refluxed under heating for 4 hours. After cooling, the mixture was neutralized with ammonium chloride and the solvent was distilled away under reduced pressure. The residue obtained was extracted with chloroform, the extract was washed with water and a saturated brine and dried over anhydr... Starting materials: BrCC(=O)C1=CC(=C(C(=C1)C1CCCCC1)O)C1CCCCC1 (2-bromo-1-(4-hydroxy-3,5-di-cyclohexylphenyl)-ethanone), OC1=C(C=C(C=O)C=C1)OC (4-hydroxy-3-methoxy-benzaldehyde), [I-].[Na+] (sodium iodide), C([O-])([O-])=O.[K+].[K+] (potassium carbonate), Cl (HCl). The solvent is C(C)(=O)OCC (ethyl acetate). Run at time 30 minute. The product is C1(CCCCC1)C=1C=C(C=C(C1O)C1CCCCC1)C(COC1=C(C=C(C=O)C=C1)OC)=O (4-[2-(3,5-di-cyclohexyl-4-hydroxyphenyl)-2-oxo-ethoxy]-3-methoxy-benzaldehyde). Yield: 30.0%. Reaction SMILES: [OH:1][C:2]1[CH:9]=[CH:8][C:5]([CH:6]=[O:7])=[CH:4][C:3]=1[O:10][CH3:11].[I-].[Na+].C(=O)([O-])[O-].[K+].[K+].Br[CH2:21][C:22]([C:24]1[CH:29]=[C:28]([CH:30]2[CH2:35][CH2:34][CH2:33][CH2:32][CH2:31]2)[C:27]([OH:36])=[C:26]([CH:37]2[CH2:42][CH2:41][CH2:40][CH2:39][CH2:38]2)[CH:25]=1)=[O:23].Cl>C(OCC)(=O)C>[CH:30]1([C:28]2[CH:29]=[C:24]([C:22](=[O:23])[CH2:21][O:1][C:2]3[CH:9]=[CH:8][C:5]([CH:6]=[O:7])=[CH:4][C:3]=3[O:10][CH3:11])[CH:25]=[C:26]([CH:37]3[CH2:38][CH2:39][CH2:40][CH2:41][CH2:42]3)[C:27]=2[OH:36])[CH2:31][CH2:32][CH2:33][CH2:34][CH2:35]1 |f:1.2,3.4.5|. Procedure details: A mixture of 1.52 g (10 mmol) of 4-hydroxy-3-methoxy-benzaldehyde, 0.3 g (2.0 mmol) of sodium iodide and 3.05 g (22 mmol) of potassium carbonate in 80 ml of ethyl acetate is stirred for 30 minutes. Then 3.8 g (10 mmol) of 2-bromo-1-(4-hydroxy-3,5-di-cyclohexylphenyl)-ethanone is added and stirring at room temperature is continued for 16 hours. Then the mixture is acidified with 2N HCl and extracted with ethyl acetate. The combined extracts are washed with water, dried and evaporated. Crystalliza... The reactants are COC(=O)c1cc(OCc2ccccc2)cc(Oc2ccc(-c3nnc(C)o3)cc2)c1, CC(=O)O. Yields the product COC(=O)c1cc(O)cc(Oc2ccc(-c3nnc(C)o3)cc2)c1. RXN SMILES: [CH2:1]([c:2]1[cH:3][cH:4][cH:5][cH:6][cH:7]1)[O:8][c:9]1[cH:10][c:11]([C:12](=[O:13])[O:14][CH3:15])[cH:16][c:17]([O:19][c:20]2[cH:21][cH:22][c:23](-[c:26]3[o:27][c:28]([CH3:31])[n:29][n:30]3)[cH:24][cH:25]2)[cH:18]1.[CH3:32][C:33](=[O:34])[OH:35]>>[OH:8][c:9]1[cH:10][c:11]([C:12](=[O:13])[O:14][CH3:15])[cH:16][c:17]([O:19][c:20]2[cH:21][cH:22][c:23](-[c:26]3[o:27][c:28]([CH3:31])[n:29][n:30]3)[cH:24][cH:25]2)[cH:18]1. Reactants: BrC=1C=C(C2=C(C1)C=1CN(CCC1O2)C(=O)OC(C)(C)C)I (tert-butyl 8-bromo-6-iodo-3,4-dihydrobenzofuro[3,2-c]pyridine-2(1H)-carboxylate), C(C)(C)[Mg]Br (isopropylmagnesium bromide), CC1OC1 (2-methyloxirane), Cu(I) iodide. Run in C1CCOC1 (THF). Run at temperature -40 celsius, time 1 hour. Yields the product BrC=1C=C(C2=C(C1)C=1CN(CCC1O2)C(=O)OC(C)(C)C)CC(C)O (tert-butyl 8-bromo-6-(2-hydroxypropyl)-3,4-dihydrobenzofuro[3,2-c]pyridine-2(1H)-carboxylate). Isolated yield 63.8%. As a reaction SMILES: [Br:1][C:2]1[CH:3]=[C:4](I)[C:5]2[O:14][C:13]3[CH2:12][CH2:11][N:10]([C:15]([O:17][C:18]([CH3:21])([CH3:20])[CH3:19])=[O:16])[CH2:9][C:8]=3[C:6]=2[CH:7]=1.C([Mg]Br)(C)C.[CH3:28][CH:29]1[CH2:31][O:30]1>C1COCC1>[Br:1][C:2]1[CH:3]=[C:4]([CH2:28][CH:29]([OH:30])[CH3:31])[C:5]2[O:14][C:13]3[CH2:12][CH2:11][N:10]([C:15]([O:17][C:18]([CH3:21])([CH3:20])[CH3:19])=[O:16])[CH2:9][C:8]=3[C:6]=2[CH:7]=1. Procedure details: To a solution of tert-butyl 8-bromo-6-iodo-3,4-dihydrobenzofuro[3,2-c]pyridine-2(1H)-carboxylate (200 mg, 0.42 mmol) in anhydrous THF (2 mL) at −78° C. was added isopropylmagnesium bromide (2 M solution in THF, 0.4 mL, 0.84 mmol). The reaction mixture was stirred at −40° C. for 1 h and Cu(I) iodide (96 mg, 0.50 mmol) was added. The reaction mixture was stirred at −40° C. for a further 30 min then 2-methyloxirane (0.29 mL, 4.18 mmol) was added. After 1 h, the reaction was quenched with saturated ... Reactants: O=C1C=2C(N=C3N1C=C(C=C3)C(=O)N)=CSC2 (10-oxo-10H-pyrido[1,2-a]thieno[3,4-d]pyrimidine-7-carboxamide), S(=O)(Cl)Cl (thionyl chloride). Solvent: CN(C=O)C (dimethylformamide). Reaction conditions: temperature 70 celsius. Yields the product Cl.O=C1C=2C(N=C3N1C=C(C=C3)C#N)=CSC2 (10-Oxo-10H-pyrido[1,2-a]thieno[3,4-d]pyrimidine-7-carbonitrile hydrochloride salt). As a reaction SMILES: [O:1]=[C:2]1[N:7]2[CH:8]=[C:9]([C:12]([NH2:14])=O)[CH:10]=[CH:11][C:6]2=[N:5][C:4]2=[CH:15][S:16][CH:17]=[C:3]12.S(Cl)([Cl:20])=O>CN(C)C=O>[ClH:20].[O:1]=[C:2]1[N:7]2[CH:8]=[C:9]([C:12]#[N:14])[CH:10]=[CH:11][C:6]2=[N:5][C:4]2=[CH:15][S:16][CH:17]=[C:3]12 |f:3.4|. Procedure: A mixture of 10-oxo-10H-pyrido[1,2-a]thieno[3,4-d]pyrimidine-7-carboxamide (0.3 g., 0.0012 mol) and thionyl chloride (0.18 ml, 0.0025 mol) in dimethylformamide (5 ml) is heated at 70° C. under nitrogen for 4 hours. The reaction mixture is cooled in an ice bath. The product, which precipitates, is filtered off and washed with water. Recrystallization from dimethylformamide gives a crystalline product (0.15 g.), mp 294° C. (dec). Starting materials: COC1=C(C(O)=CC=C1)O (3-methoxycatechol), COC1(CCCCCC1)OC (dimethoxycycloheptane). Product: COC1=CC=CC=2OC3(CCCCCC3)OC21 (4-Methoxy-spiro[1,3-benzodioxole-2,1′-cycloheptane]). As a reaction SMILES: [CH3:1][O:2][C:3]1[CH:9]=[CH:8][CH:7]=[C:5]([OH:6])[C:4]=1[OH:10].CO[C:13]1(OC)[CH2:19][CH2:18][CH2:17][CH2:16][CH2:15][CH2:14]1>>[CH3:1][O:2][C:3]1[C:4]2[O:10][C:13]3([CH2:19][CH2:18][CH2:17][CH2:16][CH2:15][CH2:14]3)[O:6][C:5]=2[CH:7]=[CH:8][CH:9]=1. Reported procedure: Substantially the same procedure as in Reference Example 63 was repeated using 3-methoxycatechol (18 g) and dimethoxycycloheptane (24.35 g) to give Compound IIbm-a (28.0 g, 93.5%) as a colorless solid. Starting materials: CON=CC1=CC2=C(C(=C(C=C2OC12CCC2)C)O)C (6-hydroxy-5,7-dimethylspiro[chromene-2,1′-cyclobutane]-3-carbaldehyde O-methyloxime), Cl (HCl). The solvent is C1CCOC1 (THF), O1CCOCC1 (dioxane). Conditions: time 8 hour. The product is CONCC1=CC2=C(C(=C(C=C2OC12CCC2)C)O)C (3-[(methoxyamino)methyl]-5,7-dimethylspiro[chromene-2,1′-cyclobutan]-6-ol). Yield: 94.0%. As a reaction SMILES: [CH3:1][O:2][N:3]=[CH:4][C:5]1[C:14]2([CH2:17][CH2:16][CH2:15]2)[O:13][C:12]2[C:7](=[C:8]([CH3:20])[C:9]([OH:19])=[C:10]([CH3:18])[CH:11]=2)[CH:6]=1.Cl>C1COCC1.O1CCOCC1>[CH3:1][O:2][NH:3][CH2:4][C:5]1[C:14]2([CH2:15][CH2:16][CH2:17]2)[O:13][C:12]2[C:7](=[C:8]([CH3:20])[C:9]([OH:19])=[C:10]([CH3:18])[CH:11]=2)[CH:6]=1. Reported procedure: To a solution of 6-hydroxy-5,7-dimethylspiro[chromene-2,1′-cyclobutane]-3-carbaldehyde O-methyloxime (150 mg) in 10 mL of THF at 0° C. was added BH3/pyridine complex (2.27 mL). Subsequently, 9 mL of HCl in dioxane (4.0 M solution) was added over a period of 1 hour. The reaction mixture was allowed to stir overnight. The mixture was extracted with ethyl acetate, washed with saturated NaHCO3, and concentrated in vacuo. The residue was purified by flash chromatography eluted with 30% ethyl acetate ...